describe an organic reaction: reactants, conditions, products, and yield From a dataset of the Open Reaction Database (ORD), a public repository of structured organic reaction records. Reactants: Cc1csc(Nc2cc(Oc3cccc(OCC(=O)OC(C)(C)C)c3)ccn2)n1, ClCCl, Cl, O=C(O)C(F)(F)F. The product is Cc1csc(Nc2cc(Oc3cccc(OCC(=O)O)c3)ccn2)n1, Cl. Reaction SMILES: [CH3:1][c:2]1[n:3][c:4]([NH:7][c:8]2[n:9][cH:10][cH:11][c:12]([O:14][c:15]3[cH:16][c:17]([O:18][CH2:19][C:20](=[O:21])[O:22][C:23]([CH3:24])([CH3:25])[CH3:26])[cH:27][cH:28][cH:29]3)[cH:13]2)[s:5][cH:6]1.[Cl:38][CH2:39][Cl:40].[ClH:37].[OH:30][C:31]([C:32]([F:33])([F:34])[F:35])=[O:36]>>[CH3:1][c:2]1[n:3][c:4]([NH:7][c:8]2[n:9][cH:10][cH:11][c:12]([O:14][c:15]3[cH:16][c:17]([O:18][CH2:19][C:20](=[O:21])[OH:22])[cH:27][cH:28][cH:29]3)[cH:13]2)[s:5][cH:6]1.[ClH:37]. The reactants are ice water, ClC=1C=CC2=C(C(=CCO2)CCl)C1 (6-chloro-4-chloromethyl-2H-1-benzopyrane), CN (methylamine). Reaction conditions: time 8 hour. Product: ClC=1C=CC2=C(C(=CCO2)NC)C1 (N-(6-chloro-2H-1-benzopyran-4-yl)-methylamine). RXN SMILES: [Cl:1][C:2]1[CH:3]=[CH:4][C:5]2[O:10][CH2:9][CH:8]=[C:7](CCl)[C:6]=2[CH:13]=1.[CH3:14][NH2:15]>>[Cl:1][C:2]1[CH:3]=[CH:4][C:5]2[O:10][CH2:9][CH:8]=[C:7]([NH:15][CH3:14])[C:6]=2[CH:13]=1. Reported procedure: 500 ml of 33% ethanolic methylamine are added dropwise with cooling by ice/water to 105 g of 6-chloro-4-chloromethyl-2H-1-benzopyrane. Reaction is continued for 8 hours at room temperature, the mixture concentrated by evaporation and the residue taken up in dichloromethane. This solution is washed with 500 ml each of 1N NaOH and water, dried over MgSO4 and concentrated by evaporation. Distillation of the residue yields the title product b.p.: 116-120/13.3 Pascal. Reactants: C1=CC(=CC(=C1)Cl)C(=O)OO (mCPBA), BrC=1C(=NC=CC1)N (3-bromopyridin-2-amine). The solvent is CC(=O)C (acetone). Conditions: temperature 23 celsius, time 1 hour. Product: NC1=[N+](C=CC=C1Br)[O-] (2-Amino-3-bromopyridine 1-oxide). As a reaction SMILES: C1C=C(Cl)C=C(C(OO)=[O:9])C=1.[Br:12][C:13]1[C:14]([NH2:19])=[N:15][CH:16]=[CH:17][CH:18]=1>CC(C)=O>[NH2:19][C:14]1[C:13]([Br:12])=[CH:18][CH:17]=[CH:16][N+:15]=1[O-:9]. Reported procedure: mCPBA (12.0 g, 69.3 mmol) was added portionwise over 5 min to a solution of 3-bromopyridin-2-amine (10 g, 58 mmol) in anhydrous acetone (150 mL) at 0° C. The resulting mixture was warmed to 23° C. and stirred for 1 h, then concentrated. The residue was partitioned between a solution of 5% methanol in chloroform and saturated aqueous sodium hydroxide solution (3×). The combined organic layers were washed with brine, dried over anhydrous sodium sulfate, and concentrated to give the title compound.... Starting materials: FC1=CC=C(CC2=CN=C3C(=C(C(N(C3=C2)CCN2C(CCC2)=O)=O)C(=O)OCC)O)C=C1 (ethyl 7-(4-fluorobenzyl)-4-hydroxy-2-oxo-1-[2-(2-oxopyrrolidin-1-yl)ethyl]-1,2-dihydro-1,5-naphthyridine-3-carboxylate), OCCN (2-hydroxyethylamine). Product: FC1=CC=C(C=C1)CC1=CN=C2C(=C(C(N(C2=C1)CCN1C(CCC1)=O)=O)C(=O)NCCO)O (7-[(4-Fluorophenyl)methyl]-4-hydroxy-N-(2-hydroxyethyl)-2-oxo-1-[2-(2-oxo-1-pyrrolidinyl)ethyl]-1,2-dihydro-1,5-naphthyridine-3-carboxamide). As a reaction SMILES: [F:1][C:2]1[CH:33]=[CH:32][C:5]([CH2:6][C:7]2[CH:16]=[C:15]3[C:10]([C:11]([OH:31])=[C:12]([C:26](OCC)=[O:27])[C:13](=[O:25])[N:14]3[CH2:17][CH2:18][N:19]3[CH2:23][CH2:22][CH2:21][C:20]3=[O:24])=[N:9][CH:8]=2)=[CH:4][CH:3]=1.[OH:34][CH2:35][CH2:36][NH2:37]>>[F:1][C:2]1[CH:3]=[CH:4][C:5]([CH2:6][C:7]2[CH:16]=[C:15]3[C:10]([C:11]([OH:31])=[C:12]([C:26]([NH:37][CH2:36][CH2:35][OH:34])=[O:27])[C:13](=[O:25])[N:14]3[CH2:17][CH2:18][N:19]3[CH2:23][CH2:22][CH2:21][C:20]3=[O:24])=[N:9][CH:8]=2)=[CH:32][CH:33]=1. Procedure: This compound was prepared from ethyl 7-(4-fluorobenzyl)-4-hydroxy-2-oxo-1-[2-(2-oxopyrrolidin-1-yl)ethyl]-1,2-dihydro-1,5-naphthyridine-3-carboxylate and 2-hydroxyethylamine by methods similar to those described in Example 6. The product was obtained as a white solid: 1H NMR (CDCl3) δ 10.38 (1H, br m), 8.60 (1H, s), 8.07 (1H, s), 7.24 (2H, m), 7.00 (2H, t, J=8.6 Hz), 4.36 (2H, t, J=7 Hz), 4.15 (2H, s), 3.87 (2H, t, J=5 Hz), 3.66 (2H, m), 3.51 (2H, t, J=8 Hz), 3.45 (2H, t, J=7 Hz), 2.37 (2H, t, ...